Dataset: the Open Reaction Database (ORD), a public repository of structured organic reaction records. Task: describe an organic reaction: reactants, conditions, products, and yield Starting materials: ClC1=CN=C2N1CCN(C2)C(=O)OC(C)(C)C (1,1-Dimethylethyl 3-chloro-5,6-dihydroimidazo[1,2-a]pyrazine-7(8H)-carboxylate), Cl (HCl). The solvent is O1CCOCC1 (1,4-dioxane), O1CCOCC1 (1,4-dioxane). Product: ClC1=CN=C2N1CCNC2 (3-chloro-5,6,7,8-tetrahydroimidazo[1,2-a]pyrazine). Reaction SMILES: [Cl:1][C:2]1[N:6]2[CH2:7][CH2:8][N:9](C(OC(C)(C)C)=O)[CH2:10][C:5]2=[N:4][CH:3]=1.Cl>O1CCOCC1>[Cl:1][C:2]1[N:6]2[CH2:7][CH2:8][NH:9][CH2:10][C:5]2=[N:4][CH:3]=1. Procedure: 1,1-Dimethylethyl 3-chloro-5,6-dihydroimidazo[1,2-a]pyrazine-7(8H)-carboxylate (I19) (1.55 g, 6.01 mmol) and 4N HCl in 1,4-dioxane (6.01 mmol) was stirred at RT in 1,4-dioxane (5 mL) for 16 h. Solvents were removed in vacuo and the residue was loaded on to SCX (Varian 2×10 g) in methanol. The columns were washed with methanol and basic products eluted with 2M ammonia/methanol. The basic fractions were concentrated in vacuo to afford product in 913 mg that was used in subsequent steps without fur... Run at time 1 hour. Isolated yield 103.3%. Starting materials: C(C)(C)(C)O[C@@H]1C[C@H](N(C1)C(CC(C1=CC=CC=C1)(C1=CC=CC=C1)C1=CC=CC=C1)=O)C(=O)N1[C@H](CCC1)C(=O)NC[C@@H]1CNCCC1 ((2R)-1-{(2S,4R)-4-tert-butoxy-1-(3,3,3-triphenylpropanoyl)pyrrolidin-2-yl}carbonyl-N-((3S)-3-piperidylmethyl)pyrrolidine-2-carboxamide), FC(C(=O)O)(F)F (trifluoroacetic acid). Yields the product O[C@@H]1C[C@H](N(C1)C(CC(C1=CC=CC=C1)(C1=CC=CC=C1)C1=CC=CC=C1)=O)C(=O)N1[C@H](CCC1)C(=O)NC[C@@H]1CNCCC1 ((2R)-1-{(2S,4R)-4-hydroxy-1-(3,3,3-triphenylpropanoyl)pyrrolidin-2-yl}carbonyl-N-((3S)-3-piperidylmethyl)pyrrolidine-2-carboxamide). Reaction SMILES: C([O:5][C@H:6]1[CH2:10][N:9]([C:11](=[O:32])[CH2:12][C:13]([C:26]2[CH:31]=[CH:30][CH:29]=[CH:28][CH:27]=2)([C:20]2[CH:25]=[CH:24][CH:23]=[CH:22][CH:21]=2)[C:14]2[CH:19]=[CH:18][CH:17]=[CH:16][CH:15]=2)[C@H:8]([C:33]([N:35]2[CH2:39][CH2:38][CH2:37][C@@H:36]2[C:40]([NH:42][CH2:43][C@H:44]2[CH2:49][CH2:48][CH2:47][NH:46][CH2:45]2)=[O:41])=[O:34])[CH2:7]1)(C)(C)C.FC(F)(F)C(O)=O>>[OH:5][C@H:6]1[CH2:10][N:9]([C:11](=[O:32])[CH2:12][C:13]([C:26]2[CH:31]=[CH:30][CH:29]=[CH:28][CH:27]=2)([C:14]2[CH:19]=[CH:18][CH:17]=[CH:16][CH:15]=2)[C:20]2[CH:21]=[CH:22][CH:23]=[CH:24][CH:25]=2)[C@H:8]([C:33]([N:35]2[CH2:39][CH2:38][CH2:37][C@@H:36]2[C:40]([NH:42][CH2:43][C@H:44]2[CH2:49][CH2:48][CH2:47][NH:46][CH2:45]2)=[O:41])=[O:34])[CH2:7]1. Reported procedure: To 1.65 g of (2R)-1-{(2S,4R)-4-tert-butoxy-1-(3,3,3-triphenylpropanoyl)pyrrolidin-2-yl}carbonyl-N-((3S)-3-piperidylmethyl)pyrrolidine-2-carboxamide, 5 ml of trifluoroacetic acid was added at room temperature, followed by 1 hour's stirring at the same temperature. The reaction liquid was distilled off under reduced pressure, diluted with chloroform, rendered basic with 4N aqueous sodium hydroxide solution, extracted with chloroform and dried over anhydrous sodium sulfate. Distilling the solvent o... Reactants: OC1=CC=C(C=C1)CCCO (3-(4-hydroxyphenyl)-1-propanol), C([O-])([O-])=O.[K+].[K+] (potassium carbonate), BrCC(=O)OC (methyl bromoacetate). The solvent is CC(=O)C (acetone). Product: COC(COC1=CC=C(C=C1)CCCO)=O ([4-(3-Hydroxy-propyl)-phenoxy]-acetic acid methyl ester). RXN SMILES: [OH:1][C:2]1[CH:7]=[CH:6][C:5]([CH2:8][CH2:9][CH2:10][OH:11])=[CH:4][CH:3]=1.C(=O)([O-])[O-].[K+].[K+].Br[CH2:19][C:20]([O:22][CH3:23])=[O:21]>CC(C)=O>[CH3:23][O:22][C:20](=[O:21])[CH2:19][O:1][C:2]1[CH:3]=[CH:4][C:5]([CH2:8][CH2:9][CH2:10][OH:11])=[CH:6][CH:7]=1 |f:1.2.3|. Reported procedure: To a solution of 3-(4-hydroxyphenyl)-1-propanol (3 g, 19.7 mmol) in acetone (30 mL) is added potassium carbonate (4.08 g, 29.5 mmol) and methyl bromoacetate (2.8 mL, 29.3 mmol) and the reaction is heated at reflux for 15 h. The reaction mixture is allowed to cool to RT, filtered, and the solvent removed in vacuo. The residue is purified by chromatography (SiO2, EtOAc:iso-hexane, 2:3) to afford the title compound. 1H NMR (400 MHz, CDCl3) δ 7.14 (2H, d), 6.85 (2H, d), 4.64 (2H, s), 3.82 (3H, s), 3... Reaction SMILES: [CH2:1]([CH2:2][CH2:3][CH2:4][CH3:5])[Br:6].[CH2:36]1[O:37][CH2:38][CH2:39][CH2:40]1.[CH2:8]([O:9][SiH:11]1[CH2:12][CH2:13][CH:14]([c:17]2[cH:18][c:19]([F:35])[c:20](-[c:24]3[cH:25][cH:26][c:27]([O:30][C:31]([F:32])([F:33])[F:34])[cH:28][cH:29]3)[cH:21][c:22]2[F:23])[CH2:15][CH2:16]1)[CH3:10].[Mg:7]>>[CH2:1]([CH2:2][CH2:3][CH2:4][CH3:5])[SiH:11]1[CH2:12][CH2:13][CH:14]([c:17]2[cH:18][c:19]([F:35])[c:20](-[c:24]3[cH:25][cH:26][c:27]([O:30][C:31]([F:32])([F:33])[F:34])[cH:28][cH:29]3)[cH:21][c:22]2[F:23])[CH2:15][CH2:16]1. Reactants: CCCCCBr, C1CCOC1, CCO[SiH]1CCC(c2cc(F)c(-c3ccc(OC(F)(F)F)cc3)cc2F)CC1, [Mg]. Yields the product CCCCC[SiH]1CCC(c2cc(F)c(-c3ccc(OC(F)(F)F)cc3)cc2F)CC1. Reactants: IC=1N=CNC1 (4-iodo-1H-imidazole), S1C=C(C=C1)B(O)O (Thiophene-3-boronic acid), C(=O)([O-])[O-].[Na+].[Na+] (Na2CO3), solution. The reagents and catalysts are C=1C=CC(=CC1)[P](C=2C=CC=CC2)(C=3C=CC=CC3)[Pd]([P](C=4C=CC=CC4)(C=5C=CC=CC5)C=6C=CC=CC6)([P](C=7C=CC=CC7)(C=8C=CC=CC8)C=9C=CC=CC9)[P](C=1C=CC=CC1)(C=1C=CC=CC1)C=1C=CC=CC1 (Pd(PPh3)4). Run in COCCOC (DME), O (water). Yields the product S1C=C(C=C1)C=1N=CNC1 (4-Thiophen-3-yl-1H-imidazole). The yield is 85.2%. RXN SMILES: I[C:2]1[N:3]=[CH:4][NH:5][CH:6]=1.[S:7]1[CH:11]=[CH:10][C:9](B(O)O)=[CH:8]1.C([O-])([O-])=O.[Na+].[Na+]>COCCOC.O.C1C=CC([P]([Pd]([P](C2C=CC=CC=2)(C2C=CC=CC=2)C2C=CC=CC=2)([P](C2C=CC=CC=2)(C2C=CC=CC=2)C2C=CC=CC=2)[P](C2C=CC=CC=2)(C2C=CC=CC=2)C2C=CC=CC=2)(C2C=CC=CC=2)C2C=CC=CC=2)=CC=1>[S:7]1[CH:11]=[CH:10][C:9]([C:2]2[N:3]=[CH:4][NH:5][CH:6]=2)=[CH:8]1 |f:2.3.4,^1:31,33,52,71|. Procedure details: A solution of 4-iodo-1H-imidazole (0.24 g, 1.25 mmol) and Pd(PPh3)4 (72 mg, 0.06 mmol) in DME (12.5 mL) was degased by purging with argon for 10 min. Thiophene-3-boronic acid (0.32 g, 2.50 mmol) and Na2CO3 (2.5 mL of a 2M solution in water) were added. The mixture was heated to reflux for 18 h. After cooling to RT, the solvent was removed under reduced pressure. The residue was subjected to flash chromatography (4% MeOH/CH2Cl2, silica gel) to give 0.16 g of the desired product as an off-white so... Yields the product N1(C=NC=C1)C=1C=C(C(=O)O)C=CN1 (2-(1H-imidazol-1-yl)isonicotinic acid). Reaction SMILES: Br[C:2]1[CH:3]=[C:4]([CH:8]=[CH:9][N:10]=1)[C:5]([OH:7])=[O:6].[NH:11]1[CH:15]=[CH:14][N:13]=[CH:12]1.C([O-])([O-])=O.[Cs+].[Cs+]>CS(C)=O.[Cu]I>[N:11]1([C:2]2[CH:3]=[C:4]([CH:8]=[CH:9][N:10]=2)[C:5]([OH:7])=[O:6])[CH:15]=[CH:14][N:13]=[CH:12]1 |f:2.3.4|. The solvent is CS(=O)C (DMSO). Reaction conditions: temperature 125 celsius, time 18 hour. The reagents and catalysts are [Cu]I (CuI). Reactants: BrC=1C=C(C(=O)O)C=CN1 (2-bromoisonicotinic acid), N1C=NC=C1 (1H-imidazole), C(=O)([O-])[O-].[Cs+].[Cs+] (Cs2CO3). Isolated yield 108.0%. Procedure: To a solution of 2-bromoisonicotinic acid (1.87 g, 9.26 mmol), 1H-imidazole (573 mg, 8.42 mmol) and Cs2CO3 (6.03 g, 18.5 mmol) in DMSO (18.6 mL), was added CuI (176 mg, 0.926 mmol). The mixture was heated to 125° C., stirred for 18 hours, cooled to room temperature, filtered and purified by preparative HPLC (10-90% acetonitrile in water) to give the title compound as a light pink solid (1.72 g, 98%). MS 190 (MH+). The reactants are solution, C([O-])([O-])=O.[Cs+].[Cs+] (cesium carbonate), solution, CN1N=C(C=C1)NC(=O)C1=CC2=C(CC(O2)(C)C)C(=C1)O (4-hydroxy-2,2-dimethyl-2,3-dihydro-benzofuran-6-carboxylic acid (1-methyl-1H-pyrazol-3-yl)-amide), ClCC1CC1 (chloromethyl cyclopropane). Solvent: C(C)#N (acetonitrile), C(C)#N (acetonitrile). Conditions: temperature 80 celsius, time 8 hour. Product: CN1N=C(C=C1)NC(=O)C1=CC2=C(CC(O2)(C)C)C(=C1)OCC1CC1 (4-Cyclopropylmethoxy-2,2-dimethyl-2,3-dihydro-benzofuran-6-carboxylic acid (1-methyl-1H-pyrazol-3-yl)-amide). Reaction SMILES: C(=O)([O-])[O-].[Cs+].[Cs+].[CH3:7][N:8]1[CH:12]=[CH:11][C:10]([NH:13][C:14]([C:16]2[CH:26]=[C:25]([OH:27])[C:19]3[CH2:20][C:21]([CH3:24])([CH3:23])[O:22][C:18]=3[CH:17]=2)=[O:15])=[N:9]1.Cl[CH2:29][CH:30]1[CH2:32][CH2:31]1>C(#N)C>[CH3:7][N:8]1[CH:12]=[CH:11][C:10]([NH:13][C:14]([C:16]2[CH:26]=[C:25]([O:27][CH2:29][CH:30]3[CH2:32][CH2:31]3)[C:19]3[CH2:20][C:21]([CH3:24])([CH3:23])[O:22][C:18]=3[CH:17]=2)=[O:15])=[N:9]1 |f:0.1.2|. Reported procedure: To 60 mg of cesium carbonate (180 μmol) in a test tube (10×95 mm) was added 0.8 mL of 0.1 M solution of 4-hydroxy-2,2-dimethyl-2,3-dihydro-benzofuran-6-carbo-xylic acid (1-methyl-1H-pyrazol-3-yl)-amide (31a) in acetonitrile followed by 1 mL of 0.1 M solution of chloromethyl cyclopropane in acetonitrile and the reaction was stirred at 80° C. for 8 h. After the removal of solid cesium carbonate, the acetonitrile was removed, the residue was reconstituted in 1.2 mL of DMSO and subjected to HPLC pur... The reactants are O=C([O-])[O-], CCN1CCN(S(N)(=O)=O)CC1, CCOC(=O)C(C)Oc1cc(Cl)nc(SCc2cccc(F)c2F)n1, CC(C)c1cc(C(C)C)c(-c2ccccc2P(C2CCCCC2)C2CCCCC2)c(C(C)C)c1, [Cs+], [Cs+], O=C(C=Cc1ccccc1)C=Cc1ccccc1, O=C(C=Cc1ccccc1)C=Cc1ccccc1, C1COCCO1, O=C(C=Cc1ccccc1)C=Cc1ccccc1, [Pd], [Pd]. Product: CCOC(=O)C(C)Oc1cc(NS(=O)(=O)N2CCN(CC)CC2)nc(SCc2cccc(F)c2F)n1. RXN SMILES: [C:47](=[O:48])([O-:49])[O-:50].[CH2:1]([CH3:2])[N:3]1[CH2:4][CH2:5][N:6]([S:9](=[O:10])(=[O:11])[NH2:12])[CH2:7][CH2:8]1.[CH2:53]([CH3:54])[O:55][C:56]([CH:57]([CH3:58])[O:59][c:60]1[n:61][c:62]([S:67][CH2:68][c:69]2[c:70]([F:76])[c:71]([F:75])[cH:72][cH:73][cH:74]2)[n:63][c:64]([Cl:66])[cH:65]1)=[O:77].[CH:13]1([P:14]([CH:15]2[CH2:16][CH2:17][CH2:18][CH2:19][CH2:20]2)[c:21]2[cH:22][cH:23][cH:24][cH:25][c:26]2-[c:27]2[c:28]([CH:29]([CH3:30])[CH3:31])[cH:32][c:33]([CH:34]([CH3:35])[CH3:36])[cH:37][c:38]2[CH:39]([CH3:40])[CH3:41])[CH2:42][CH2:43][CH2:44][CH2:45][CH2:46]1.[Cs+:51].[Cs+:52].[O:104]=[C:105]([CH:106]=[CH:107][c:108]1[cH:109][cH:110][cH:111][cH:112][cH:113]1)[CH:114]=[CH:115][c:116]1[cH:117][cH:118][cH:119][cH:120][cH:121]1.[O:122]=[C:123]([CH:124]=[CH:125][c:126]1[cH:127][cH:128][cH:129][cH:130][cH:131]1)[CH:132]=[CH:133][c:134]1[cH:135][cH:136][cH:137][cH:138][cH:139]1.[O:78]1[CH2:79][CH2:80][O:81][CH2:82][CH2:83]1.[O:86]=[C:87]([CH:88]=[CH:89][c:90]1[cH:91][cH:92][cH:93][cH:94][cH:95]1)[CH:96]=[CH:97][c:98]1[cH:99][cH:100][cH:101][cH:102][cH:103]1.[Pd:84].[Pd:85]>>[CH2:1]([CH3:2])[N:3]1[CH2:4][CH2:5][N:6]([S:9](=[O:10])(=[O:11])[NH:12][c:64]2[n:63][c:62]([S:67][CH2:68][c:69]3[c:70]([F:76])[c:71]([F:75])[cH:72][cH:73][cH:74]3)[n:61][c:60]([O:59][CH:57]([C:56]([O:55][CH2:53][CH3:54])=[O:77])[CH3:58])[cH:65]2)[CH2:7][CH2:8]1. The reactants are C(C)(C)(C)OC(=O)NC(SC)=NC(=O)OC(C)(C)C (1,3-bis(tert-butoxycarbonyl)-2-methyl-2-thiopseudourea), N (ammonia). The solvent is CO (methanol). Product: C(C)(C)(C)OC(=O)NC(=N)NC(=O)OC(C)(C)C (1,3-bis(tert-butoxycarbonyl)guanidine). Isolated yield 74.0%. RXN SMILES: [C:1]([O:5][C:6]([NH:8][C:9](=[N:12][C:13]([O:15][C:16]([CH3:19])([CH3:18])[CH3:17])=[O:14])SC)=[O:7])([CH3:4])([CH3:3])[CH3:2].[NH3:20]>CO>[C:1]([O:5][C:6]([NH:8][C:9]([NH:12][C:13]([O:15][C:16]([CH3:19])([CH3:18])[CH3:17])=[O:14])=[NH:20])=[O:7])([CH3:4])([CH3:3])[CH3:2]. Reported procedure: 15 g of 1,3-bis(tert-butoxycarbonyl)-2-methyl-2-thiopseudourea (0.052 mol) were suspended in 150 mL of gaseous ammonia in methanol and the mixture was stirred at room temperature in a close bottle at room temperature. The resulting solution was concentrated in vacuo until 10 g (74% yield) of the title compound precipitated which were collected by filtration. The reactants are ClC1=CC2=C(C(=N1)F)OC1=CC=C(C=C1[C@]21N=C(OC1)N)C=1C(=NC=CC1)F ((S)-3-chloro-1-fluoro-7-(2-fluoropyridin-3-yl)-5′H-spiro[chromeno[2,3-c]pyridine-5,4′-oxazol]-2′-amine), FC1=NC=CC=C1B(O)O (2-fluoropyridin-3-ylboronic acid), N1=CC(=CC=C1)B(O)O (3-pyridylboronic acid). Product: FC1=NC(=CC2=C1OC1=CC=C(C=C1[C@]21N=C(OC1)N)C=1C(=NC=CC1)F)C=1C=NC=CC1 ((S)-1-fluoro-7-(2-fluoropyridin-3-yl)-3-(pyridin-3-yl)-5′H-spiro[chromeno[2,3-c]pyridine-5,4′-oxazol]-2′-amine). Reaction SMILES: Cl[C:2]1[N:7]=[C:6]([F:8])[C:5]2[O:9][C:10]3[C:15]([C@@:16]4([CH2:20][O:19][C:18]([NH2:21])=[N:17]4)[C:4]=2[CH:3]=1)=[CH:14][C:13]([C:22]1[C:23]([F:28])=[N:24][CH:25]=[CH:26][CH:27]=1)=[CH:12][CH:11]=3.F[C:30]1[C:35](B(O)O)=[CH:34][CH:33]=[CH:32][N:31]=1.N1C=CC=C(B(O)O)C=1>>[F:8][C:6]1[C:5]2[O:9][C:10]3[C:15]([C@@:16]4([CH2:20][O:19][C:18]([NH2:21])=[N:17]4)[C:4]=2[CH:3]=[C:2]([C:35]2[CH:30]=[N:31][CH:32]=[CH:33][CH:34]=2)[N:7]=1)=[CH:14][C:13]([C:22]1[C:23]([F:28])=[N:24][CH:25]=[CH:26][CH:27]=1)=[CH:12][CH:11]=3. Procedure details: The titled compound was synthesized by steps analogous to those described in method AA1 above, but using (S)-3-chloro-1-fluoro-7-(2-fluoropyridin-3-yl)-5′H-spiro[chromeno[2,3-c]pyridine-5,4′-oxazol]-2′-amine (prepared as described as in Method BB33), 2-fluoropyridin-3-ylboronic acid and 3-pyridylboronic acid